Dataset: the Open Reaction Database (ORD), a public repository of structured organic reaction records. Task: describe an organic reaction: reactants, conditions, products, and yield Starting materials: C(C1=CC=CC=C1)OC1=CC=C(C=C1)C1=NN(C=C1C1=CC=NC=C1)C (4-[3-(4-Benzyloxy-phenyl)-1-methyl-1H-pyrazol-4-yl]-pyridine), N1=CC=C(C=C1)CC(=O)C1=CC=C(C=C1)CO[Si](C(C)C)(C(C)C)C(C)C (2-Pyridin-4-yl-1-(4-triisopropylsilanyloxymethyl-phenyl)-ethanone). Product: CN1N=C(C(=C1)C1=CC=NC=C1)C1=CC=C(C=C1)CO[Si](C(C)C)(C(C)C)C(C)C (4-[1-Methyl-3-(4-triisopropylsilanyloxymethyl-phenyl)-1H-pyrazol-4-yl]-pyridine). As a reaction SMILES: C(O[C:9]1[CH:14]=[CH:13][C:12]([C:15]2[C:19]([C:20]3[CH:25]=[CH:24][N:23]=[CH:22][CH:21]=3)=[CH:18][N:17]([CH3:26])[N:16]=2)=[CH:11][CH:10]=1)C1C=CC=CC=1.N1C=CC(CC(C2C=CC([CH2:42][O:43][Si:44]([CH:51]([CH3:53])[CH3:52])([CH:48]([CH3:50])[CH3:49])[CH:45]([CH3:47])[CH3:46])=CC=2)=O)=CC=1>>[CH3:26][N:17]1[CH:18]=[C:19]([C:20]2[CH:21]=[CH:22][N:23]=[CH:24][CH:25]=2)[C:15]([C:12]2[CH:11]=[CH:10][C:9]([CH2:42][O:43][Si:44]([CH:45]([CH3:47])[CH3:46])([CH:51]([CH3:53])[CH3:52])[CH:48]([CH3:50])[CH3:49])=[CH:14][CH:13]=2)=[N:16]1. Reported procedure: Following the procedure for the preparation of 4-[3-(4-Benzyloxy-phenyl)-1-methyl-1H-pyrazol-4-yl]-pyridine but substituting 2-Pyridin-4-yl-1-(4-triisopropylsilanyloxymethyl-phenyl)-ethanone provided the title compound. MS: (M+H m/z=422.2). Yield: 70.5%. Procedure: Sodium acetate (3.9 g, 48.5 mmol) and iodine (2.5 g, 9.7 mmol) were added in this order to methanol (52.0 mL)-water (13.0 mL) solution of EM701 (6.9 g, 9.7 mmol) at room temperature, and stirred at 50° C. for 3 hours. During the stirring, 1N aqueous solution of sodium hydroxide was added to maintain at pH 8-9 continuously. After confirming the completion of the reaction by TLC, the reaction mixture was diluted with aqueous ammonia (7.5 mL)-water (200 mL), and extracted with dichloromethane. Afte... RXN SMILES: C([O-])(=O)C.[Na+].II.[CH3:8][CH2:9][C@@H:10]([OH:57])[C@@:11]([OH:56])([C@@H:13]1[O:26][C:24](=[O:25])[C@H:23]([CH3:27])[C@@H:22]([O:28][C@@H:29]2[O:34][C@@H:33]([CH3:35])[C@H:32]([OH:36])[C@@:31]([O:38][CH3:39])([CH3:37])[CH2:30]2)[C@H:21]([CH3:40])[C@@H:20]([O:41][C@@H:42]2[O:47][C@H:46]([CH3:48])[CH2:45][C@H:44]([N:49](C)[CH3:50])[C@H:43]2[OH:52])[C@:18]2([CH3:53])[O:19][C:15](=[C:16]([CH3:54])[CH2:17]2)[C@@H:14]1[CH3:55])[CH3:12].[OH-].[Na+]>N.O.CO>[CH3:8][CH2:9][C@@H:10]([OH:57])[C@@:11]([OH:56])([C@H:13]1[O:26][C:24](=[O:25])[C@H:23]([CH3:27])[C@@H:22]([O:28][C@@H:29]2[O:34][C@@H:33]([CH3:35])[C@H:32]([OH:36])[C@@:31]([O:38][CH3:39])([CH3:37])[CH2:30]2)[C@H:21]([CH3:40])[C@@H:20]([O:41][C@@H:42]2[O:47][C@H:46]([CH3:48])[CH2:45][C@H:44]([NH:49][CH3:50])[C@H:43]2[OH:52])[C@:18]2([CH3:53])[O:19][C:15](=[C:16]([CH3:54])[CH2:17]2)[C@@H:14]1[CH3:55])[CH3:12] |f:0.1,4.5|. The reactants are aqueous solution, [OH-].[Na+] (sodium hydroxide), C(C)(=O)[O-].[Na+] (Sodium acetate), II (iodine), CC[C@H]([C@](C)([C@H]1[C@H](C2=C(C[C@@](O2)([C@@H]([C@H]([C@@H]([C@H](C(=O)O1)C)O[C@H]3C[C@@]([C@H]([C@@H](O3)C)O)(C)OC)C)O[C@H]4[C@@H]([C@H](C[C@H](O4)C)N(C)C)O)C)C)C)O)O (EM701). Product: CC[C@H]([C@](C)([C@@H]1[C@H](C2=C(C[C@@](O2)([C@@H]([C@H]([C@@H]([C@H](C(=O)O1)C)O[C@H]3C[C@@]([C@H]([C@@H](O3)C)O)(C)OC)C)O[C@H]4[C@@H]([C@H](C[C@H](O4)C)NC)O)C)C)C)O)O (EM703). The solvent is N (ammonia), O (water), O (water), CO (methanol). Reaction conditions: temperature 50 celsius, time 3 hour. The reactants are CCCCCC(=O)Cl, CN1CCOCC1, ClCCl, Cl, COC(=O)c1ccc(Cc2c[nH]c3ccc(N)cc23)c(OC)c1. The product is CCCCCC(=O)Nc1ccc2[nH]cc(Cc3ccc(C(=O)OC)cc3OC)c2c1. Reaction SMILES: [C:31]([CH2:32][CH2:33][CH2:34][CH2:35][CH3:36])(=[O:37])[Cl:38].[CH3:24][N:25]1[CH2:26][CH2:27][O:28][CH2:29][CH2:30]1.[Cl:40][CH2:41][Cl:42].[ClH:39].[NH2:1][c:2]1[cH:3][c:4]2[c:5]([CH2:11][c:12]3[c:13]([O:22][CH3:23])[cH:14][c:15]([C:16](=[O:17])[O:18][CH3:19])[cH:20][cH:21]3)[cH:6][nH:7][c:8]2[cH:9][cH:10]1>>[NH:1]([c:2]1[cH:3][c:4]2[c:5]([CH2:11][c:12]3[c:13]([O:22][CH3:23])[cH:14][c:15]([C:16](=[O:17])[O:18][CH3:19])[cH:20][cH:21]3)[cH:6][nH:7][c:8]2[cH:9][cH:10]1)[C:31]([CH2:32][CH2:33][CH2:34][CH2:35][CH3:36])=[O:37]. Reactants: [Br-], [Br-], [Br-], COc1cc(C(C)=O)cc(C#N)c1OC, C1CCOC1, C[N+](C)(C)c1ccccc1, C[N+](C)(C)c1ccccc1, C[N+](C)(C)c1ccccc1. The product is COc1cc(C(=O)CBr)cc(C#N)c1OC. RXN SMILES: [Br-:1].[Br-:2].[Br-:3].[C:34](#[N:35])[c:36]1[c:37]([O:47][CH3:48])[c:38]([O:45][CH3:46])[cH:39][c:40]([C:42]([CH3:43])=[O:44])[cH:41]1.[O:49]1[CH2:50][CH2:51][CH2:52][CH2:53]1.[c:14]1([N+:15]([CH3:16])([CH3:17])[CH3:18])[cH:19][cH:20][cH:21][cH:22][cH:23]1.[c:24]1([N+:25]([CH3:26])([CH3:27])[CH3:28])[cH:29][cH:30][cH:31][cH:32][cH:33]1.[c:4]1([N+:5]([CH3:6])([CH3:7])[CH3:8])[cH:9][cH:10][cH:11][cH:12][cH:13]1>>[Br:1][CH2:43][C:42]([c:40]1[cH:39][c:38]([O:45][CH3:46])[c:37]([O:47][CH3:48])[c:36]([C:34]#[N:35])[cH:41]1)=[O:44]. Procedure: According to the preparation of 42, 27 (1.0 g, 4.6 mmol) and 3-methoxybenzaldehyde (34) (0.6 g, 4.6 mmol) were used to afford 57 (0.8 g, 55.0%) as pale yellow prism crystals. Yields the product COC=1C=C(C=CC1)C1=NC2=CC=C(C=C2C(N1)=O)N1CCCCC1 (2-(3′-Methoxyphenyl)-6-(piperidinyl)-4-quinazolinone). Starting materials: COC1=C(C=CC=C1)C1=NC2=CC=CC=C2C(N1)=O (2-(2′-Methoxyphenyl)-4-quinazolinone), NC1=C(C(=O)N)C=C(C=C1)N1CCCCC1 (2-Amino-5-piperidinylbenzamide), COC=1C=C(C=O)C=CC1 (3-methoxybenzaldehyde). Reaction SMILES: COC1C=CC=CC=1C1NC(=O)C2C(=CC=CC=2)N=1.[NH2:20][C:21]1[CH:29]=[CH:28][C:27]([N:30]2[CH2:35][CH2:34][CH2:33][CH2:32][CH2:31]2)=[CH:26][C:22]=1[C:23]([NH2:25])=[O:24].[CH3:36][O:37][C:38]1[CH:39]=[C:40]([CH:43]=[CH:44][CH:45]=1)[CH:41]=O>>[CH3:36][O:37][C:38]1[CH:39]=[C:40]([C:41]2[NH:25][C:23](=[O:24])[C:22]3[C:21](=[CH:29][CH:28]=[C:27]([N:30]4[CH2:35][CH2:34][CH2:33][CH2:32][CH2:31]4)[CH:26]=3)[N:20]=2)[CH:43]=[CH:44][CH:45]=1. The yield is 51.9%. The reactants are CCOC(=O)CC1CCc2cc(OCCCOc3ccc(C#N)cn3)ccc21, CCNCC, CN(C)C=O, S. Product: CCOC(=O)CC1CCc2cc(OCCCOc3ccc(C(N)=S)cn3)ccc21. As a reaction SMILES: [C:1](#[N:2])[c:3]1[cH:4][cH:5][c:6]([O:9][CH2:10][CH2:11][CH2:12][O:13][c:14]2[cH:15][c:16]3[c:20]([cH:21][cH:22]2)[CH:19]([CH2:23][C:24](=[O:25])[O:26][CH2:27][CH3:28])[CH2:18][CH2:17]3)[n:7][cH:8]1.[CH2:30]([NH:31][CH2:32][CH3:33])[CH3:34].[O:35]=[CH:36][N:37]([CH3:38])[CH3:39].[SH2:29]>>[C:1]([NH2:2])([c:3]1[cH:4][cH:5][c:6]([O:9][CH2:10][CH2:11][CH2:12][O:13][c:14]2[cH:15][c:16]3[c:20]([cH:21][cH:22]2)[CH:19]([CH2:23][C:24](=[O:25])[O:26][CH2:27][CH3:28])[CH2:18][CH2:17]3)[n:7][cH:8]1)=[S:29]. Reactants: Cc1cc(-c2cccc(C(=O)CC(=O)Nc3cc(C(F)(F)F)c(C4CC4)cc3NC(=O)OC(C)(C)C)c2)ccn1, ClCCl, O=C(O)C(F)(F)F. Product: Cc1cc(-c2cccc(C3=Nc4cc(C5CC5)c(C(F)(F)F)cc4NC(=O)C3)c2)ccn1. Reaction SMILES: [C:1]([O:2][C:3](=[O:4])[NH:7][c:8]1[c:9]([NH:21][C:22]([CH2:23][C:24](=[O:5])[c:26]2[cH:27][c:28](-[c:32]3[cH:33][c:34]([CH3:38])[n:35][cH:36][cH:37]3)[cH:29][cH:30][cH:31]2)=[O:39])[cH:10][c:11]([C:17]([F:18])([F:19])[F:20])[c:12]([CH:14]2[CH2:15][CH2:16]2)[cH:13]1)([CH3:6])([CH3:25])[CH3:40].[Cl:48][CH2:49][Cl:50].[F:41][C:42]([F:43])([F:44])[C:45]([OH:46])=[O:47]>>[N:7]1=[C:24]([c:26]2[cH:27][c:28](-[c:32]3[cH:33][c:34]([CH3:38])[n:35][cH:36][cH:37]3)[cH:29][cH:30][cH:31]2)[CH2:23][C:22](=[O:39])[NH:21][c:9]2[c:8]1[cH:13][c:12]([CH:14]1[CH2:15][CH2:16]1)[c:11]([C:17]([F:18])([F:19])[F:20])[cH:10]2.